This data is from the Open Reaction Database (ORD), a public repository of structured organic reaction records. The task is: describe an organic reaction: reactants, conditions, products, and yield Reactants: CCN(C(C)C)C(C)C (DIPEA), ClC1=NC=C(C(=O)NC2=CC=C(C=C2)OC(F)(F)F)C=C1C1=C(C=NN1C1OCCCC1)C (6-chloro-5-(4-methyl-1-(tetrahydro-2H-pyran-2-yl)-1H-pyrazol-5-yl)-N-(4-(trifluoromethoxy)phenyl)nicotinamide), N1C[C@@H](CC1)O ((R)-pyrrolidin-3-ol). The solvent is CC(C)O (iPrOH), CCOC(=O)C (EtOAc). Run at temperature 140 celsius. Product: O[C@H]1CN(CC1)C1=NC=C(C(=O)NC2=CC=C(C=C2)OC(F)(F)F)C=C1C1=C(C=NN1C1OCCCC1)C (6-((R)-3-hydroxypyrrolidin-1-yl)-5-(4-methyl-1-(tetrahydro-2H-pyran-2-yl)-1H-pyrazol-5-yl)-N-(4-(trifluoromethoxy)phenyl)nicotinamide). RXN SMILES: CCN(C(C)C)C(C)C.Cl[C:11]1[C:30]([C:31]2[N:35]([CH:36]3[CH2:41][CH2:40][CH2:39][CH2:38][O:37]3)[N:34]=[CH:33][C:32]=2[CH3:42])=[CH:29][C:14]([C:15]([NH:17][C:18]2[CH:23]=[CH:22][C:21]([O:24][C:25]([F:28])([F:27])[F:26])=[CH:20][CH:19]=2)=[O:16])=[CH:13][N:12]=1.[NH:43]1[CH2:47][CH2:46][C@@H:45]([OH:48])[CH2:44]1>CC(O)C.CCOC(C)=O>[OH:48][C@@H:45]1[CH2:46][CH2:47][N:43]([C:11]2[C:30]([C:31]3[N:35]([CH:36]4[CH2:41][CH2:40][CH2:39][CH2:38][O:37]4)[N:34]=[CH:33][C:32]=3[CH3:42])=[CH:29][C:14]([C:15]([NH:17][C:18]3[CH:19]=[CH:20][C:21]([O:24][C:25]([F:27])([F:26])[F:28])=[CH:22][CH:23]=3)=[O:16])=[CH:13][N:12]=2)[CH2:44]1. Procedure: DIPEA (43.9 μL, 0.252 mmol) was added to a solution of 6-chloro-5-(4-methyl-1-(tetrahydro-2H-pyran-2-yl)-1H-pyrazol-5-yl)-N-(4-(trifluoromethoxy)phenyl)nicotinamide (Stage 4.1, 55 mg, 0114 mmol) and (R)-pyrrolidin-3-ol (11.96 mg, 0.137 mmol) in iPrOH (114 μL) in a vial, which was sealed and heated at 140° C. for 18 h. After cooling to RT, the RM was dissolved in EtOAc, washed with brine, dried over Na2SO4 and the solvent was evaporated off under reduced pressure and the crude product was purifie... Starting materials: ClC1C=C(C=NN1)C=1C=C(C(=O)NC)C=CC1 (3-(6-Chloro-1,6-dihydro-pyridazin-4-yl)-N-methyl-benzamide), N (NH3). The solvent is CCO (EtOH). Reaction conditions: temperature 160 celsius. Product: NC1C=C(C=NN1)C=1C=C(C(=O)NC)C=CC1 (3-(6-Amino-1,6-dihydro-pyridazin -4-yl)-N-methyl-benzamide). As a reaction SMILES: Cl[CH:2]1[NH:7][N:6]=[CH:5][C:4]([C:8]2[CH:9]=[C:10]([CH:15]=[CH:16][CH:17]=2)[C:11]([NH:13][CH3:14])=[O:12])=[CH:3]1.[NH3:18]>CCO>[NH2:18][CH:2]1[NH:7][N:6]=[CH:5][C:4]([C:8]2[CH:9]=[C:10]([CH:15]=[CH:16][CH:17]=2)[C:11]([NH:13][CH3:14])=[O:12])=[CH:3]1. Procedure details: 3-(6-Chloro-1,6-dihydro-pyridazin-4-yl)-N-methyl-benzamide (1 eq, 2.46 mmol, 610 mg) is dissolved in a solution of NH3 (7N, 20 ml) in EtOH and heated at 160° C. in a sealed tube for 48 h. The solvent is then removed in vacuo. The reaction mixture is purified by flash column chromatography eluting with 8:2:0.5 DCM/MeOH/NH3 to give 3-(6-Amino-1,6-dihydro-pyridazin -4-yl)-N-methyl-benzamide as a brown solid; [M+H]+=229 Starting materials: CS(=O)(=O)C=1C=CC(=NC1)OC=1C=C2C=C(NC2=C(C1)OC1CCOCC1)C(=O)OCC (ethyl 5-{[5-(methylsulfonyl)pyridin-2-yl]oxy}-7-(tetrahydro-2H-pyran-4-yloxy)-1H-indole-2-carboxylate), [OH-].[Na+] (sodium hydroxide), O1CCCC1 (tetrahydrofuran). The solvent is C(C)O (ethanol). Conditions: temperature 50 celsius, time 50 minute. Yields the product CS(=O)(=O)C=1C=CC(=NC1)OC=1C=C2C=C(NC2=C(C1)OC1CCOCC1)C(=O)O (5-{[5-(Methylsulfonyl)pyridin-2-yl]oxy}-7-(tetrahydro-2H-pyran-4-yloxy)-1H-indole-2-carboxylic acid). The yield is 109.1%. Reaction SMILES: [CH3:1][S:2]([C:5]1[CH:6]=[CH:7][C:8]([O:11][C:12]2[CH:13]=[C:14]3[C:18](=[C:19]([O:21][CH:22]4[CH2:27][CH2:26][O:25][CH2:24][CH2:23]4)[CH:20]=2)[NH:17][C:16]([C:28]([O:30]CC)=[O:29])=[CH:15]3)=[N:9][CH:10]=1)(=[O:4])=[O:3].[OH-].[Na+].O1CCCC1>C(O)C>[CH3:1][S:2]([C:5]1[CH:6]=[CH:7][C:8]([O:11][C:12]2[CH:13]=[C:14]3[C:18](=[C:19]([O:21][CH:22]4[CH2:23][CH2:24][O:25][CH2:26][CH2:27]4)[CH:20]=2)[NH:17][C:16]([C:28]([OH:30])=[O:29])=[CH:15]3)=[N:9][CH:10]=1)(=[O:4])=[O:3] |f:1.2|. Procedure details: A mixture of ethyl 5-{[5-(methylsulfonyl)pyridin-2-yl]oxy}-7-(tetrahydro-2H-pyran-4-yloxy)-1H-indole-2-carboxylate (4.0 g), 1M aqueous sodium hydroxide solution (13 mL), tetrahydrofuran (20 mL), and ethanol (20 mL) was stirred at 50° C. for 50 min. The reaction solution was concentrated under reduced pressure, and the residue was dissolved in water. 1M Hydrochloric acid (13.2 mL) was added and the precipitated yellow solid was collected by filtration. The obtained solid was washed with water and... Reactants: COc1cc(N=C=O)cc(OC)c1OC, CCOCC, CC(C)NO, Cl, [Na+], [OH-], O. The product is COc1cc(NC(=O)N(O)C(C)C)cc(OC)c1OC. Reaction SMILES: [CH3:14][O:15][c:16]1[cH:17][c:18]([N:26]=[C:27]=[O:28])[cH:19][c:20]([O:24][CH3:25])[c:21]1[O:22][CH3:23].[CH3:7][CH2:8][O:9][CH2:10][CH3:11].[CH:2]([CH3:3])([CH3:4])[NH:5][OH:6].[ClH:1].[Na+:13].[OH-:12].[OH2:29]>>[CH:2]([CH3:3])([CH3:4])[N:5]([OH:6])[C:27]([NH:26][c:18]1[cH:17][c:16]([O:15][CH3:14])[c:21]([O:22][CH3:23])[c:20]([O:24][CH3:25])[cH:19]1)=[O:28]. The reactants are COC(=O)C1=CC(NC(=C1)C)=O (6-Methyl-2-oxo-1,2-dihydro-pyridine-4-carboxylic acid methyl ester), COC(N(C)C)OC (dimethylformamide dimethylacetal). Run in CN(C)C=O (DMF). Run at temperature 60 celsius. Yields the product COC(=O)C1=CC(N(C(=C1)C)C)=O (1,6-Dimethyl-2-oxo-1,2-dihydro-pyridine-4-carboxylic acid methyl ester). The yield is 48.6%. Reaction SMILES: [CH3:1][O:2][C:3]([C:5]1[CH:10]=[C:9]([CH3:11])[NH:8][C:7](=[O:12])[CH:6]=1)=[O:4].[CH3:13]OC(OC)N(C)C>CN(C=O)C>[CH3:1][O:2][C:3]([C:5]1[CH:10]=[C:9]([CH3:11])[N:8]([CH3:13])[C:7](=[O:12])[CH:6]=1)=[O:4]. Reported procedure: A suspension of the title compound of Example 33.1 (0.80 g, 4.8 mmol) and dimethylformamide dimethylacetal (3.2 mL, 24 mmol) in DMF (10 mL) was heated at 60° C. for 48 hours. The reaction mixture was concentrated and the residue was dissolved in dichloromethane and washed with water. The organic layer was concentrated. Recrystallization from ethyl acetate/heptane afforded the title compound (423 mg, 49%) Starting materials: NC1=NC=C(C=C1C1=CC2=C(S1)C=CC(=C2)NC(=O)NC2=CC(=C(C=C2)Cl)C(F)(F)F)C=2N=NN(N2)CCCO[Si](C)(C)C(C)(C)C (1-(2-(2-amino-5-(2-(3-((tert-butyldimethylsilyl)oxy)propyl)-2H-tetrazol-5-yl)pyridin-3-yl)benzo[b]thiophen-5-yl)-3-(4-chloro-3-(trifluoromethyl)phenyl)urea), [F-].C(CCC)[N+](CCCC)(CCCC)CCCC (tetrabutylammonium fluoride). Solvent: O1CCCC1 (tetrahydrofuran). Conditions: time 2 hour. Product: NC1=NC=C(C=C1C=1SC2=C(C1)C=C(C=C2)NC(=O)NC2=CC(=C(C=C2)Cl)C(F)(F)F)C=2N=NN(N2)CCCO (1-(2-{2-amino-5-[2-(3-hydroxypropyl)-2H-tetrazol-5-yl]pyridin-3-yl}-1-benzothien-5-yl)-3-[4-chloro-3-(trifluoromethyl)phenyl]urea). RXN SMILES: [NH2:1][C:2]1[C:7]([C:8]2[S:12][C:11]3[CH:13]=[CH:14][C:15]([NH:17][C:18]([NH:20][C:21]4[CH:26]=[CH:25][C:24]([Cl:27])=[C:23]([C:28]([F:31])([F:30])[F:29])[CH:22]=4)=[O:19])=[CH:16][C:10]=3[CH:9]=2)=[CH:6][C:5]([C:32]2[N:33]=[N:34][N:35]([CH2:37][CH2:38][CH2:39][O:40][Si](C(C)(C)C)(C)C)[N:36]=2)=[CH:4][N:3]=1.[F-].C([N+](CCCC)(CCCC)CCCC)CCC>O1CCCC1>[NH2:1][C:2]1[C:7]([C:8]2[S:12][C:11]3[CH:13]=[CH:14][C:15]([NH:17][C:18]([NH:20][C:21]4[CH:26]=[CH:25][C:24]([Cl:27])=[C:23]([C:28]([F:31])([F:30])[F:29])[CH:22]=4)=[O:19])=[CH:16][C:10]=3[CH:9]=2)=[CH:6][C:5]([C:32]2[N:33]=[N:34][N:35]([CH2:37][CH2:38][CH2:39][OH:40])[N:36]=2)=[CH:4][N:3]=1 |f:1.2|. Procedure details: To the solution of 1-(2-(2-amino-5-(2-(3-((tert-butyldimethylsilyl)oxy)propyl)-2H-tetrazol-5-yl)pyridin-3-yl)benzo[b]thiophen-5-yl)-3-(4-chloro-3-(trifluoromethyl)phenyl)urea (100 mg, 0.142 mmol, 1 eq) in anhydrous tetrahydrofuran (3 mL) under nitrogen atmosphere at 0° C. was added dropwise a solution of tetrabutylammonium fluoride (1.0 M in THF, 0.43 mL, 3 eq). The reaction was stirred at room temperature for 2 hours and then partitioned between ethyl acetate and aqueous ammonium chloride. The ... Starting materials: CN(CCN)c1nncs1, O=C(O)C#Cc1cccc(Cl)c1, ClCCl, N=C=N. Product: CN(CCNC(=O)C#Cc1cccc(Cl)c1)c1nncs1. Reaction SMILES: [CH3:4][N:5]([CH2:6][CH2:7][NH2:8])[c:9]1[s:10][cH:11][n:12][n:13]1.[Cl:14][c:15]1[cH:16][c:17]([C:21]#[C:22][C:23](=[O:24])[OH:25])[cH:18][cH:19][cH:20]1.[Cl:26][CH2:27][Cl:28].[NH:1]=[C:2]=[NH:3]>>[CH3:4][N:5]([CH2:6][CH2:7][NH:8][C:23]([C:22]#[C:21][c:17]1[cH:16][c:15]([Cl:14])[cH:20][cH:19][cH:18]1)=[O:24])[c:9]1[s:10][cH:11][n:12][n:13]1. Starting materials: O1C(CC2=C1C=CC=C2)C2NCCC=1C3=CC=CC=C3NC21 (1-(2,3-dihydrobenzofuranyl)-2,3,4,9-tetrahydro-1H-β-carboline), C(C)(C)N(C(C)C)CC (N,N-diisopropylethylamine), Intermediate 10, ClC1=NC=C(C=N1)C1=NC=CC=C1 (2-chloro-5-(2-pyridinyl)-pyrimidine). Run in CN(C)C=O (DMF). Product: O1C(CC2=C1C=CC=C2)C2N(CCC=1C3=CC=CC=C3NC21)C2=NC=C(C=N2)C2=NC=CC=C2 (1-(2,3-Dihydrobenzofuranyl)-2-[5-(2-pyridinyl)-pyrimidin-2-yl]-2,3,4,9-tetrahydro-1H-β-carboline). RXN SMILES: [O:1]1[C:5]2[CH:6]=[CH:7][CH:8]=[CH:9][C:4]=2[CH2:3][CH:2]1[CH:10]1[C:22]2[NH:21][C:20]3[C:15](=[CH:16][CH:17]=[CH:18][CH:19]=3)[C:14]=2[CH2:13][CH2:12][NH:11]1.Cl[C:24]1[N:29]=[CH:28][C:27]([C:30]2[CH:35]=[CH:34][CH:33]=[CH:32][N:31]=2)=[CH:26][N:25]=1.C(N(CC)C(C)C)(C)C>CN(C=O)C>[O:1]1[C:5]2[CH:6]=[CH:7][CH:8]=[CH:9][C:4]=2[CH2:3][CH:2]1[CH:10]1[C:22]2[NH:21][C:20]3[C:15](=[CH:16][CH:17]=[CH:18][CH:19]=3)[C:14]=2[CH2:13][CH2:12][N:11]1[C:24]1[N:29]=[CH:28][C:27]([C:30]2[CH:35]=[CH:34][CH:33]=[CH:32][N:31]=2)=[CH:26][N:25]=1. Procedure details: 1-(2,3-dihydrobenzofuranyl)-2,3,4,9-tetrahydro-1H-β-carboline (prepared according to the process as disclosed in WO97/43287, Intermediate 10, page 25) (1.35 g, 4.66 mmol), 2-chloro-5-(2-pyridinyl)-pyrimidine (893 mg, 4.66 mmol) and N,N-diisopropylethylamine (1.4 mL) were stirred in DMF (10 mL, anhydrous) at 120° C. for 16 h. The resulting mixture was quenched with 10% NaCl and extracted with ethyl acetate. The extracted organic layer was washed with 10% NaCl, brine and then dried with MgSO4. The... Starting materials: N1=C(C=NC=C1)C=1C=C(SC1)C=O (4-pyrazinyl-2-thiophenecarboxaldehyde), N1(N=CC=C1)C1=CC=C(C=O)C=C1 (4-(1H-pyrazol-1-yl)-benzaldehyde). Product: N1=C(C=NC=C1)C=1C=C(SC1)/C=C/C=O ((2E)-3-(4-pyrazinyl-2-thienyl)-2-propenal). Reaction SMILES: [N:1]1[CH:6]=[CH:5][N:4]=[CH:3][C:2]=1[C:7]1[CH:8]=[C:9]([CH:12]=O)[S:10][CH:11]=1.N1(C2C=C[C:22]([CH:23]=[O:24])=CC=2)C=CC=N1>>[N:1]1[CH:6]=[CH:5][N:4]=[CH:3][C:2]=1[C:7]1[CH:8]=[C:9](/[CH:12]=[CH:22]/[CH:23]=[O:24])[S:10][CH:11]=1. Reported procedure: The title compound is prepared by a procedure analogous to Reference Example 30 by substituting 4-pyrazinyl-2-thiophenecarboxaldehyde (prepared as described in Reference Example 92) for the 4-(1H-pyrazol-1-yl)-benzaldehyde of Reference Example 30. MS 217 (M+H)+. Reactants: FC1=CC(=C(C=C1)C(C)=O)O (1-(4-fluoro-2-hydroxyphenyl)ethanone), [H-].[Na+] (NaH), Cl (HCl), C(C)OC(OCC)=O (diethylcarbonate). The solvent is C1(=CC=CC=C1)C (toluene), C1(=CC=CC=C1)C (toluene), CCOC(=O)C (EtOAc). Run at temperature 115 celsius, time 6 hour. The product is FC1=CC=C2C(=CC(OC2=C1)=O)O (7-fluoro-4-hydroxy-2H-chromen-2-one). As a reaction SMILES: [F:1][C:2]1[CH:7]=[CH:6][C:5]([C:8](=[O:10])[CH3:9])=[C:4]([OH:11])[CH:3]=1.[H-].[Na+].[CH2:14]([O:16]C(=O)OCC)C.Cl>C1(C)C=CC=CC=1.CCOC(C)=O>[F:1][C:2]1[CH:3]=[C:4]2[C:5]([C:8]([OH:10])=[CH:9][C:14](=[O:16])[O:11]2)=[CH:6][CH:7]=1 |f:1.2|. Reported procedure: A solution of 1-(4-fluoro-2-hydroxyphenyl)ethanone (50 g, 0.33 mol) in toluene was added over 30 min to a suspension of NaH (60% oil, 65 g, 1.63 mol) in toluene. Then diethylcarbonate (59 mL, 0.49 mol) was added over 15 min and the reaction mixture was stirred at 115° C. for 6 h. The mixture was cooled to rt followed by the addition of HCl 2N and diluted with EtOAc. The organic phase was washed with brine, dried over Na2SO4 and evaporated. The residue was purified by trituration in hexane and Et...